Dataset: the Open Reaction Database (ORD), a public repository of structured organic reaction records. Task: describe an organic reaction: reactants, conditions, products, and yield Starting materials: C(O)([O-])=O.[Na+] (sodium hydrogen carbonate), O=C1C=NC2=C(N1CC=O)N=CC=C2 ((3-oxopyrido(2,3-b)pyrazin-4(3H)-yl)acetaldehyde), O1CCOC2=C1C=CC(=C2)CN(C(OC(C)(C)C)=O)C2CCNCC2 (tert-butyl (2,3-dihydro-1,4-benzodioxin-6-ylmethyl)(piperidin-4-yl)carbamate), C(C)(=O)O[BH-](OC(C)=O)OC(C)=O.[Na+] (sodium triacetoxyborohydride). Run in C(Cl)(Cl)Cl (Chloroform), ClCCl (dichloromethane), C(C)(=O)O (acetic acid). Run at time 3 hour. Yields the product O1CCOC2=C1C=CC(=C2)CN(C(OC(C)(C)C)=O)C2CCN(CC2)CCN2C1=C(N=CC2=O)C=CC=N1 (tert-butyl (2,3-dihydro-1,4-benzodioxin-6-ylmethyl)(1-(2-(3-oxopyrido(2,3-b)pyrazin-4(3H)-yl)ethyl)piperidin-4-yl)carbamate). Yield: 69.7%. Reaction SMILES: [O:1]=[C:2]1[N:7]([CH2:8][CH:9]=O)[C:6]2[N:11]=[CH:12][CH:13]=[CH:14][C:5]=2[N:4]=[CH:3]1.[O:15]1[C:20]2[CH:21]=[CH:22][C:23]([CH2:25][N:26]([CH:34]3[CH2:39][CH2:38][NH:37][CH2:36][CH2:35]3)[C:27](=[O:33])[O:28][C:29]([CH3:32])([CH3:31])[CH3:30])=[CH:24][C:19]=2[O:18][CH2:17][CH2:16]1.C(O[BH-](OC(=O)C)OC(=O)C)(=O)C.[Na+].C(=O)([O-])O.[Na+]>ClCCl.C(O)(=O)C.C(Cl)(Cl)Cl>[O:15]1[C:20]2[CH:21]=[CH:22][C:23]([CH2:25][N:26]([CH:34]3[CH2:39][CH2:38][N:37]([CH2:9][CH2:8][N:7]4[C:2](=[O:1])[CH:3]=[N:4][C:5]5[CH:14]=[CH:13][CH:12]=[N:11][C:6]4=5)[CH2:36][CH2:35]3)[C:27](=[O:33])[O:28][C:29]([CH3:32])([CH3:30])[CH3:31])=[CH:24][C:19]=2[O:18][CH2:17][CH2:16]1 |f:2.3,4.5|. Procedure: To 0.13 g of (3-oxopyrido(2,3-b)pyrazin-4(3H)-yl)acetaldehyde, a solution of 0.23 g of tert-butyl (2,3-dihydro-1,4-benzodioxin-6-ylmethyl)(piperidin-4-yl)carbamate in 4 mL of dichloromethane, 38 μL of acetic acid and 0.21 g of sodium triacetoxyborohydride were added, and the mixture was stirred at room temperature for 3 hours. Chloroform and a saturated aqueous sodium hydrogen carbonate solution were added to the reaction mixture, the organic layer was separated, and the aqueous layer was extrac... Reactants: ClC1=NC=CC(=C1Cl)I (2,3-Dichloro-4-iodo-pyridine), O.NN (hydrazine monohydrate), [NH4+].[OH-] (NH4OH). The solvent is CCO (EtOH), O1CCOCC1 (1,4-dioxane). Reaction conditions: temperature 80 celsius. Product: ClC=1C(=NC=CC1I)NN ((3-Chloro-4-iodo-pyridin-2-yl)-hydrazine). The yield is 33.9%. Reaction SMILES: Cl[C:2]1[C:7]([Cl:8])=[C:6]([I:9])[CH:5]=[CH:4][N:3]=1.O.[NH2:11][NH2:12].[NH4+].[OH-]>O1CCOCC1.CCO>[Cl:8][C:7]1[C:2]([NH:11][NH2:12])=[N:3][CH:4]=[CH:5][C:6]=1[I:9] |f:1.2,3.4|. Reported procedure: To a solution of intermediate compound D6 (8 g, 29.21 mmol) in 1,4-dioxane (450 ml), was added hydrazine monohydrate (14.169 ml, 175.255 mmol). The reaction mixture was heated in a sealed tube at 80° C. for 16 h. After cooling, NH4OH (32% aqueous solution) was added to the reaction mixture, which was then concentrated in vacuo. The white solid residue thus obtained was taken up in EtOH and heated. The suspension thus obtained was allowed to cool down and the precipitate obtained was filtered off... The reactants are Tri(dibenzylideneacetone) dipalladium, C1(=CC=CC=C1)P(C1=CC=CC=C1)C1=CC=CC=C1 (triphenylphosphine), O1CCCC1 (tetrahydrofuran), BrC=1C=CC(=C(C=O)C1)F (5-bromo-2-fluorobenzaldehyde). The reagents and catalysts are C(CCC)[Sn](C=1OC=CC1)(CCCC)CCCC (2-(tributylstannyl)-furan). Conditions: time 30 minute. The product is FC1=C(C=O)C=C(C=C1)C=1OC=CC1 (2-fluoro-5-(2-furyl)benzaldehyde). The yield is 100.0%. Reaction SMILES: C1(P(C2C=CC=CC=2)C2C=CC=CC=2)C=CC=CC=1.Br[C:21]1[CH:22]=[CH:23][C:24]([F:29])=[C:25]([CH:28]=1)[CH:26]=[O:27].[O:30]1[CH2:34][CH2:33][CH2:32][CH2:31]1>C([Sn](CCCC)(CCCC)C1OC=CC=1)CCC>[F:29][C:24]1[CH:23]=[CH:22][C:21]([C:31]2[O:30][CH:34]=[CH:33][CH:32]=2)=[CH:28][C:25]=1[CH:26]=[O:27]. Procedure details: Tri(dibenzylideneacetone)-dipalladium (0.18 g, 0.2 mmol), and triphenylphosphine (0.21 g, 0.8 mmol) were dissolved in tetrahydrofuran (60 mL), followed by stirring at room temperature for 30 minutes. Then, 5-bromo-2-fluorobenzaldehyde (0.4 g, 2.0 mmol) and 2-(tributylstannyl)-furan (1.25 mL, 4. 0 mmol) were added thereto, followed by heating under reflux for 10 hours. The mixture was cooled to room temperature, and after the conventional treatment, the residue was purified by silica gel column c... Reactants: OC=1N=NC=C(C1)OC (3-Hydroxy-5-methoxypyridazine), P(=O)(Cl)(Cl)Cl (phosphorous oxychloride). Product: ClC=1N=NC=C(C1)OC (3-chloro-5-methoxypyridazine). Conditions: temperature 75 celsius, time 2 minute. Yield: 78.2%. As a reaction SMILES: O[C:2]1[N:3]=[N:4][CH:5]=[C:6]([O:8][CH3:9])[CH:7]=1.P(Cl)(Cl)([Cl:12])=O>>[Cl:12][C:2]1[N:3]=[N:4][CH:5]=[C:6]([O:8][CH3:9])[CH:7]=1. Procedure details: 3-Hydroxy-5-methoxypyridazine (629.6 g, 4.99 moles) and phosphorous oxychloride (2.5 L, 27 moles) were added to a 5 L round bottomed flask equipped with a heating mantle and a mechanical stirrer. The resulting stirred slurry was rapidly heated (<30 min) to 75° C. At this temperature the heating mantle was removed. The reaction mixture continued to exotherm to a final temperature of 82.3° C. After the solids had dissolved in the darkening reaction mixture, stirring was continued an additional 2 m... The reactants are COCCNC ((2-methoxyethyl)methylamine), [NH4+].[Cl-] (NH4Cl), sodium tert-butylate, C(C)(C)(C)P(C1=C(C=CC=C1)C1=CC=CC=C1)C(C)(C)C (2(di-tertbutylphosphino)biphenyl), BrC1=CC=C(C=C1)C(CC(=NO)C1=CC=NC=C1)C1=C(C=CC=C1)C (3-(4-Bromo-phenyl)-1-pyridin-4-yl-3-o-tolyl-propan-1-one oxime). The reagents and catalysts are C=1C=CC(=CC1)/C=C/C(=O)/C=C/C2=CC=CC=C2.C=1C=CC(=CC1)/C=C/C(=O)/C=C/C2=CC=CC=C2.C=1C=CC(=CC1)/C=C/C(=O)/C=C/C2=CC=CC=C2.[Pd].[Pd] (tris(dibenzylideneacetone)dipalladium). The solvent is C1(=CC=CC=C1)C (toluene), C1(=CC=CC=C1)C (toluene). Reaction conditions: temperature 80 celsius, time 8 hour. The product is COCCN(C1=CC=C(C=C1)C(C\C(=N/O)\C1=CC=NC=C1)C1=C(C=CC=C1)C)C ((E)-3-{4-[(2-methoxy-ethyl)-methyl-amino]-phenyl}-1-pyridin-4-yl-3-o-tolyl-propan-1-one oxime). Isolated yield 10.0%. As a reaction SMILES: C(P(C(C)(C)C)C1C=CC=CC=1C1C=CC=CC=1)(C)(C)C.Br[C:23]1[CH:28]=[CH:27][C:26]([CH:29]([C:40]2[CH:45]=[CH:44][CH:43]=[CH:42][C:41]=2[CH3:46])[CH2:30][C:31]([C:34]2[CH:39]=[CH:38][N:37]=[CH:36][CH:35]=2)=[N:32][OH:33])=[CH:25][CH:24]=1.[CH3:47][O:48][CH2:49][CH2:50][NH:51][CH3:52].[NH4+].[Cl-]>C1(C)C=CC=CC=1.C1C=CC(/C=C/C(/C=C/C2C=CC=CC=2)=O)=CC=1.C1C=CC(/C=C/C(/C=C/C2C=CC=CC=2)=O)=CC=1.C1C=CC(/C=C/C(/C=C/C2C=CC=CC=2)=O)=CC=1.[Pd].[Pd]>[CH3:47][O:48][CH2:49][CH2:50][N:51]([CH3:52])[C:23]1[CH:28]=[CH:27][C:26]([CH:29]([C:40]2[CH:45]=[CH:44][CH:43]=[CH:42][C:41]=2[CH3:46])[CH2:30]/[C:31](/[C:34]2[CH:39]=[CH:38][N:37]=[CH:36][CH:35]=2)=[N:32]\[OH:33])=[CH:25][CH:24]=1 |f:3.4,6.7.8.9.10|. Procedure details: To a suspension of tris(dibenzylideneacetone)dipalladium (23 mg), sodium tert-butylate (83 mg), 2(di-tertbutylphosphino)biphenyl (15 mg) and 3-(4-bromo-phenyl)-1-pyridin-4-yl-3-o-tolyl-propan-1-one oxime (example 31, 200 mg) in toluene (10 mL) was added a solution of N (2-methoxyethyl)methylamine (158 mg) in toluene (10 mL). The reaction mixture was stirred at 80° C. overnight, cooled to room temperature and a saturated aqueous solution of NH4Cl was added. The phases were separated and the inorg... Reagents/catalysts: [Ni](I)I (nickel(II) iodide). The product is FC1=CC(=C(C=C1)C1=C(C=NC=C1)N(C(C1=CC(=CC(=C1)C(F)(F)F)C1COC1)=O)C)OC (N-[4-(4-Fluoro-2-methoxy-phenyl)-pyridin-3-yl]-N-methyl-3-oxetan-3-yl-5-trifluoromethyl-benzamide). Conditions: temperature 80 celsius. Starting materials: IC1COC1 (3-iodooxetane), Cl.N[C@H]1[C@@H](CCCC1)O ((1R,2R)-2-aminocyclohexanol hydrochloride), C[Si](N[Si](C)(C)C)(C)C.[Na] (sodium hexamethyldisilazan), FC1=CC(=C(C=C1)C1=C(C=NC=C1)N(C(=O)C=1C=C(C=C(C1)C(F)(F)F)B(O)O)C)OC (3-((4-(4-fluoro-2-methoxyphenyl)pyridin-3-yl)(methyl)carbamoyl)-5-(trifluoromethyl)phenylboronic acid), [NH4+].[Cl-] (NH4Cl). Solvent: CC(C)O (2-propanol), CCOC(=O)C (EtOAc). Reported procedure: To a suspension of 3-((4-(4-fluoro-2-methoxyphenyl)pyridin-3-yl)(methyl)carbamoyl)-5-(trifluoromethyl)phenylboronic acid (0.1 g, 223 μmol) in 2-propanol (1 mL) were added 3-iodooxetane (41.0 mg, 223 μmol), (1R,2R)-2-aminocyclohexanol hydrochloride (2.03 mg, 13.4 μmol), nickel(II) iodide (4.18 mg, 13.4 μmol) and sodium hexamethyldisilazan (40.9 mg, 223 μmol) and the suspension was heated in a microwave oven at 80° C. for 20 minutes. The reaction mixture was poured on saturated aqueous NH4Cl solut... Reaction SMILES: [F:1][C:2]1[CH:7]=[CH:6][C:5]([C:8]2[CH:13]=[CH:12][N:11]=[CH:10][C:9]=2[N:14]([CH3:30])[C:15]([C:17]2[CH:18]=[C:19](B(O)O)[CH:20]=[C:21]([C:23]([F:26])([F:25])[F:24])[CH:22]=2)=[O:16])=[C:4]([O:31][CH3:32])[CH:3]=1.I[CH:34]1[CH2:37][O:36][CH2:35]1.Cl.N[C@@H]1CCCC[C@H]1O.C[Si](C)(C)N[Si](C)(C)C.[Na].[NH4+].[Cl-]>CC(O)C.[Ni](I)I.CCOC(C)=O>[F:1][C:2]1[CH:7]=[CH:6][C:5]([C:8]2[CH:13]=[CH:12][N:11]=[CH:10][C:9]=2[N:14]([CH3:30])[C:15](=[O:16])[C:17]2[CH:22]=[C:21]([C:23]([F:26])([F:25])[F:24])[CH:20]=[C:19]([CH:34]3[CH2:37][O:36][CH2:35]3)[CH:18]=2)=[C:4]([O:31][CH3:32])[CH:3]=1 |f:2.3,4.5,6.7,^1:55|. Reaction SMILES: [CH3:137][CH2:138][OH:139].[CH3:33][c:34]1[cH:35][cH:36][cH:37][cH:38][cH:39]1.[Cl:40][c:41]1[c:42]([B:50]([OH:51])[OH:52])[cH:43][c:44]([CH:47]([CH3:48])[CH3:49])[cH:45][cH:46]1.[F:1][C:2]([c:3]1[cH:4][c:5]([CH:13]2[CH:14]([CH3:30])[N:15]([CH2:19][c:20]3[c:21]([Br:29])[cH:22][cH:23][c:24]([N+:26](=[O:27])[O-:28])[cH:25]3)[C:16](=[O:18])[O:17]2)[cH:6][c:7]([C:9]([F:10])([F:11])[F:12])[cH:8]1)([F:31])[F:32].[Na+:53].[Na+:54].[O-:55][C:56](=[O:57])[O-:58].[OH2:136].[cH:59]1[cH:60][cH:61][c:62]([P:63]([Pd:64]([P:65]([c:66]2[cH:67][cH:68][cH:69][cH:70][cH:71]2)([c:72]2[cH:73][cH:74][cH:75][cH:76][cH:77]2)[c:78]2[cH:79][cH:80][cH:81][cH:82][cH:83]2)([P:84]([c:85]2[cH:86][cH:87][cH:88][cH:89][cH:90]2)([c:91]2[cH:92][cH:93][cH:94][cH:95][cH:96]2)[c:97]2[cH:98][cH:99][cH:100][cH:101][cH:102]2)[P:103]([c:104]2[cH:105][cH:106][cH:107][cH:108][cH:109]2)([c:110]2[cH:111][cH:112][cH:113][cH:114][cH:115]2)[c:116]2[cH:117][cH:118][cH:119][cH:120][cH:121]2)([c:122]2[cH:123][cH:124][cH:125][cH:126][cH:127]2)[c:128]2[cH:129][cH:130][cH:131][cH:132][cH:133]2)[cH:134][cH:135]1>>[F:1][C:2]([c:3]1[cH:4][c:5]([CH:13]2[CH:14]([CH3:30])[N:15]([CH2:19][c:20]3[c:21](-[c:42]4[c:41]([Cl:40])[cH:46][cH:45][c:44]([CH:47]([CH3:48])[CH3:49])[cH:43]4)[cH:22][cH:23][c:24]([N+:26](=[O:27])[O-:28])[cH:25]3)[C:16](=[O:18])[O:17]2)[cH:6][c:7]([C:9]([F:10])([F:11])[F:12])[cH:8]1)([F:31])[F:32]. Product: CC(C)c1ccc(Cl)c(-c2ccc([N+](=O)[O-])cc2CN2C(=O)OC(c3cc(C(F)(F)F)cc(C(F)(F)F)c3)C2C)c1. The reactants are CCO, Cc1ccccc1, CC(C)c1ccc(Cl)c(B(O)O)c1, CC1C(c2cc(C(F)(F)F)cc(C(F)(F)F)c2)OC(=O)N1Cc1cc([N+](=O)[O-])ccc1Br, [Na+], [Na+], O=C([O-])[O-], O, c1ccc(P(c2ccccc2)(c2ccccc2)[Pd](P(c2ccccc2)(c2ccccc2)c2ccccc2)(P(c2ccccc2)(c2ccccc2)c2ccccc2)P(c2ccccc2)(c2ccccc2)c2ccccc2)cc1. The reactants are N[C@@H](CCSC)C(=O)O (methionine), S(=O)(Cl)Cl (thionyl chloride), CO (methanol). Reaction conditions: temperature 80 celsius, time 2 hour. The product is N[C@@H](CCSC)C(=O)OC (methyl methioninate). As a reaction SMILES: [NH2:1][C@H:2]([C:7]([OH:9])=[O:8])[CH2:3][CH2:4][S:5][CH3:6].S(Cl)(Cl)=O.[CH3:14]O>>[NH2:1][C@H:2]([C:7]([O:9][CH3:14])=[O:8])[CH2:3][CH2:4][S:5][CH3:6]. Procedure details: To a solution of methionine (30.0 g, 201 mmol) in methanol (500 mL) was added dropwise thionyl chloride (36 g, 0.30 mol) at 0° C. The reaction mixture was heated to 80° C. After 2 hours, the reaction mixture was concentrated under reduced pressure to give methyl methioninate. The material was used without purification. MS ESI calc'd. for C6H14NO2S [M+H]+ 164. found 164. 1H NMR (300 MHz, CD3OD) δ 4.19 (t, J=6.6 Hz, 1H), 3.84 (s, 3H), 2.64 (t, J=6.6 Hz, 2H), 2.24-2.12 (m, 2H), 2.10 (s, 3H). The product is Cc1[nH]cnc1C(=O)c1ccc2cccnc2c1. Starting materials: CC(=O)O, Cc1ncn(C(c2ccccc2)(c2ccccc2)c2ccccc2)c1C(=O)c1ccc2cccnc2c1, [Na+], [OH-], O. Reaction SMILES: [C:41]([OH:42])(=[O:43])[CH3:44].[CH3:1][c:2]1[n:3][cH:4][n:5]([C:19]([c:20]2[cH:21][cH:22][cH:23][cH:24][cH:25]2)([c:26]2[cH:27][cH:28][cH:29][cH:30][cH:31]2)[c:32]2[cH:33][cH:34][cH:35][cH:36][cH:37]2)[c:6]1[C:7](=[O:8])[c:9]1[cH:10][cH:11][c:12]2[cH:13][cH:14][cH:15][n:16][c:17]2[cH:18]1.[Na+:39].[OH-:38].[OH2:40]>>[CH3:1][c:2]1[nH:3][cH:4][n:5][c:6]1[C:7](=[O:8])[c:9]1[cH:10][cH:11][c:12]2[cH:13][cH:14][cH:15][n:16][c:17]2[cH:18]1. Starting materials: Clc1ccc(-c2cnsn2)c(C(Br)Br)c1, [K+], [K+], [Na+], [Na+], O=S(=O)([O-])[O-], O=C([O-])[O-], O, O=S(=O)(O)O. The product is O=Cc1cc(Cl)ccc1-c1cnsn1. RXN SMILES: [Cl:1][c:2]1[cH:3][c:4]([CH:13]([Br:14])[Br:15])[c:5](-[c:8]2[n:9][s:10][n:11][cH:12]2)[cH:6][cH:7]1.[K+:16].[K+:17].[Na+:24].[Na+:25].[O-:18][S:19](=[O:20])(=[O:21])[O-:22].[O-:26][C:27](=[O:28])[O-:29].[OH2:23].[S:30](=[O:31])(=[O:32])([OH:33])[OH:34]>>[Cl:1][c:2]1[cH:3][c:4]([CH:13]=[O:18])[c:5](-[c:8]2[n:9][s:10][n:11][cH:12]2)[cH:6][cH:7]1.